From a dataset of the Open Reaction Database (ORD), a public repository of structured organic reaction records. describe an organic reaction: reactants, conditions, products, and yield Reactants: C1(CCCC1)N1N=C(C=2C(=NC=CC21)OC)C=2C=C(C=CC2)CC#N ((3-(1-cyclopentyl-4-methoxy-1H-pyrazolo[4,3-c]pyridin-3-yl)phenyl)acetonitrile), [I-].[Na+] (sodium iodide), Cl[Si](C)(C)C (chloro(trimethyl)silane), O (water). The solvent is C(C)#N (acetonitrile). Reaction conditions: temperature 60 celsius, time 30 minute. The product is C1(CCCC1)N1N=C(C=2C(NC=CC21)=O)C=2C=C(C=CC2)CC#N ((3-(1-cyclopentyl-4-oxo-4,5-dihydro-1H-pyrazolo[4,3-c]pyridin-3-yl)phenyl)acetonitrile). Isolated yield 91.4%. Reaction SMILES: [CH:1]1([N:6]2[C:14]3[CH:13]=[CH:12][N:11]=[C:10]([O:15]C)[C:9]=3[C:8]([C:17]3[CH:18]=[C:19]([CH2:23][C:24]#[N:25])[CH:20]=[CH:21][CH:22]=3)=[N:7]2)[CH2:5][CH2:4][CH2:3][CH2:2]1.[I-].[Na+].Cl[Si](C)(C)C.O>C(#N)C>[CH:1]1([N:6]2[C:14]3[CH:13]=[CH:12][NH:11][C:10](=[O:15])[C:9]=3[C:8]([C:17]3[CH:18]=[C:19]([CH2:23][C:24]#[N:25])[CH:20]=[CH:21][CH:22]=3)=[N:7]2)[CH2:5][CH2:4][CH2:3][CH2:2]1 |f:1.2|. Reported procedure: To a solution of (3-(1-cyclopentyl-4-methoxy-1H-pyrazolo[4,3-c]pyridin-3-yl)phenyl)acetonitrile (120 mg) in acetonitrile (10 mL) were added sodium iodide (108 mg) and chloro(trimethyl)silane (0.366 mL), and the mixture was stirred at 60° C. for 30 min. To the reaction mixture was added water, and the mixture was extracted with ethyl acetate. The organic layer was washed with saturated brine, dried over anhydrous sodium sulfate, and concentrated under reduced pressure. The residue was purified by... Starting materials: O=C([O-])[O-], C1COCCO1, O=[N+]([O-])c1cccnc1Cl, [K+], [K+], COC(=O)c1cc(N)cc(N)c1. Product: COC(=O)c1cc(N)cc(Nc2ncccc2[N+](=O)[O-])c1. As a reaction SMILES: [C:23](=[O:24])([O-:25])[O-:26].[CH2:29]1[O:30][CH2:31][CH2:32][O:33][CH2:34]1.[Cl:1][c:2]1[n:3][cH:4][cH:5][cH:6][c:7]1[N+:8](=[O:9])[O-:10].[K+:27].[K+:28].[NH2:11][c:12]1[cH:13][c:14]([C:15](=[O:16])[O:17][CH3:18])[cH:19][c:20]([NH2:22])[cH:21]1>>[c:2]1([NH:22][c:20]2[cH:19][c:14]([C:15](=[O:16])[O:17][CH3:18])[cH:13][c:12]([NH2:11])[cH:21]2)[n:3][cH:4][cH:5][cH:6][c:7]1[N+:8](=[O:9])[O-:10].